The task is: describe an organic reaction: reactants, conditions, products, and yield. This data is from the Open Reaction Database (ORD), a public repository of structured organic reaction records. Reactants: BrC1=C(C=C(C=C1C)Br)C (2,5-dibromo-1,3-dimethylbenzene), C(CCC)[Li] (n-butyllithium), solution, Cl[Si](C)(C)C (chloro-trimethyl-silane). Solvent: C(C)OCC (diethylether), O1CCCC1 (tetrahydrofuran), CCCCCC (n-hexane). Run at time 1 hour. Product: BrC1=C(C=C(C=C1C)[Si](C)(C)C)C ((4-Bromo-3,5-dimethylphenyl)trimethylsilane). As a reaction SMILES: [Br:1][C:2]1[C:7]([CH3:8])=[CH:6][C:5](Br)=[CH:4][C:3]=1[CH3:10].C([Li])CCC.Cl[Si:17]([CH3:20])([CH3:19])[CH3:18]>C(OCC)C.O1CCCC1.CCCCCC>[Br:1][C:2]1[C:7]([CH3:8])=[CH:6][C:5]([Si:17]([CH3:20])([CH3:19])[CH3:18])=[CH:4][C:3]=1[CH3:10]. Procedure details: A solution of 2,5-dibromo-1,3-dimethylbenzene (500 mg) in diethylether (3 mL) and tetrahydrofuran (2.5 mL) is cooled to −78° C. and treated dropwise with n-butyllithium (200 μL of a 10 M solution in n-hexane). The mixture is stirred for 1 hour and treated dropwise with chloro-trimethyl-silane (275 μL). After stirring for 2 hours the reaction is quenched by addition of saturated aqueous NH4Cl solution. The mixture is extracted with diethylether. The organic phase is dried (MgSO4) and concentrated...